Task: describe an organic reaction: reactants, conditions, products, and yield. Dataset: the Open Reaction Database (ORD), a public repository of structured organic reaction records Starting materials: C1(=CC=CC=C1)C1(C(OCC1)=O)C1=CC=CC=C1 (3,3-Diphenyldihydrofuran-2(3H)-one), N (Ammonia), N (ammonia). Reagents/catalysts: [Cl-].[Zn+2].[Cl-] (zinc chloride). Solvent: C(C)O (ethanol). Reaction conditions: temperature 225 celsius. Product: C1(=CC=CC=C1)C1(C(NCC1)=O)C1=CC=CC=C1 (3,3-diphenylpyrrolidin-2-one). As a reaction SMILES: [C:1]1([C:7]2([C:13]3[CH:18]=[CH:17][CH:16]=[CH:15][CH:14]=3)[CH2:11][CH2:10][O:9][C:8]2=O)[CH:6]=[CH:5][CH:4]=[CH:3][CH:2]=1.[NH3:19]>[Cl-].[Zn+2].[Cl-].C(O)C>[C:1]1([C:7]2([C:13]3[CH:18]=[CH:17][CH:16]=[CH:15][CH:14]=3)[CH2:11][CH2:10][NH:19][C:8]2=[O:9])[CH:6]=[CH:5][CH:4]=[CH:3][CH:2]=1 |f:2.3.4|. Procedure details: 3,3-Diphenyldihydrofuran-2(3H)-one (3.98 g, 16.70 mmol) and zinc chloride (0.080 g) were placed in an autoclave. Ammonia (8 mL) was added, and the reactor was sealed and heated at 225° C. for 21 hours under an argon atmosphere at an equilibrium pressure of 800 pounds per square inch. The vessel was cooled, the ammonia was vented, and a mixture of solids was obtained. The solid was treated with ethanol (100 mL), filtered and concentrated. Silica gel chromatography eluting with 5% methanol/dichlor... Starting materials: CC(=O)O, CO, NC(=O)c1cc(F)c(Cl)nc1Cl, [Zn]. The product is NC(=O)c1cc(F)cnc1Cl. RXN SMILES: [CH3:13][C:14](=[O:15])[OH:16].[CH3:17][OH:18].[Cl:1][c:2]1[c:3]([C:4](=[O:5])[NH2:6])[cH:7][c:8]([F:12])[c:9]([Cl:11])[n:10]1.[Zn:19]>>[Cl:1][c:2]1[c:3]([C:4](=[O:5])[NH2:6])[cH:7][c:8]([F:12])[cH:9][n:10]1. Reactants: [N+](=O)([O-])C1=CC=C2C(=NN(C2=C1)COCC[Si](C)(C)C)C=O (6-Nitro-1-((2-(trimethylsilyl)ethoxy)methyl)-1H-indazole-3-carbaldehyde), C(CC)P1(OP(OP(O1)(CCC)=O)(CCC)=O)=O (2,4,6-Tripropyl-[1,3,5,2,4,6]trioxatriphosphinane 2,4,6-trioxide), C(=O)(O)[O-].[Na+] (NaHCO3), Cl.NO (hydroxylamine hydrochloride), TEA. The solvent is CCOC(=O)C (EtOAc), CN(C)C=O (DMF). Run at temperature 100 celsius. Product: [N+](=O)([O-])C1=CC=C2C(=NN(C2=C1)COCC[Si](C)(C)C)C#N (6-nitro-1-((2-(trimethylsilyl)ethoxy)methyl)-1H-indazole-3-carbonitrile). The yield is 66.7%. Reaction SMILES: [N+:1]([C:4]1[CH:12]=[C:11]2[C:7]([C:8]([CH:21]=O)=[N:9][N:10]2[CH2:13][O:14][CH2:15][CH2:16][Si:17]([CH3:20])([CH3:19])[CH3:18])=[CH:6][CH:5]=1)([O-:3])=[O:2].Cl.[NH2:24]O.C(P1(=O)OP(=O)(CCC)OP(=O)(CCC)O1)CC.C([O-])(O)=O.[Na+]>CN(C=O)C.CCOC(C)=O>[N+:1]([C:4]1[CH:12]=[C:11]2[C:7]([C:8]([C:21]#[N:24])=[N:9][N:10]2[CH2:13][O:14][CH2:15][CH2:16][Si:17]([CH3:20])([CH3:19])[CH3:18])=[CH:6][CH:5]=1)([O-:3])=[O:2] |f:1.2,4.5|. Reported procedure: 6-Nitro-1-((2-(trimethylsilyl)ethoxy)methyl)-1H-indazole-3-carbaldehyde (0.2 g, 0.622 mmol, prepared using N from 6-nitro-1H-indazole-3-carbaldehyde [Chempacific]), hydroxylamine hydrochloride (0.048 g, 0.68 mmol), and TEA (0.095 mL, 0.68 mmol) were combined in DMF (1.24 mL) in a sealed vial. 2,4,6-Tripropyl-[1,3,5,2,4,6]trioxatriphosphinane 2,4,6-trioxide (50% solution in DMF, 0.400 mL, 0.684 mmol) was added and the mixture was heated at about 100° C. for about 6 h. The mixture was allowed to c... Starting materials: CN(CCC1CC2=C(C(C3=C1C=CC=C3)=C)C=CC=C2)C (10-(2-dimethylaminoethyl)-10,11-dihydro-5-methylene-5H-dibenzo[a,d]cycloheptene), [H][H] (hydrogen), C(\C=C/C(=O)O)(=O)O (maleic acid). Reagents/catalysts: [Pd] (palladium on carbon). Solvent: C(C)O (ethanol), C(C)O (ethanol). Product: C(\C=C/C(=O)O)(=O)O.CN(CCC1CC2=C(C(C3=C1C=CC=C3)C)C=CC=C2)C (10,11-dihydro-10-(2-dimethylaminoethyl)-5-methyl-5H-dibenzo[a,d]cycloheptene maleate). RXN SMILES: [CH3:1][N:2]([CH3:21])[CH2:3][CH2:4][CH:5]1[C:11]2[CH:12]=[CH:13][CH:14]=[CH:15][C:10]=2[C:9](=[CH2:16])[C:8]2[CH:17]=[CH:18][CH:19]=[CH:20][C:7]=2[CH2:6]1.[H][H].[C:24]([OH:31])(=[O:30])/[CH:25]=[CH:26]\[C:27]([OH:29])=[O:28]>[Pd].C(O)C>[C:24]([OH:31])(=[O:30])/[CH:25]=[CH:26]\[C:27]([OH:29])=[O:28].[CH3:21][N:2]([CH3:1])[CH2:3][CH2:4][CH:5]1[C:11]2[CH:12]=[CH:13][CH:14]=[CH:15][C:10]=2[CH:9]([CH3:16])[C:8]2[CH:17]=[CH:18][CH:19]=[CH:20][C:7]=2[CH2:6]1 |f:5.6|. Procedure: A mixture of 5.54 g. (0.02 mole) 10-(2-dimethylaminoethyl)-10,11-dihydro-5-methylene-5H-dibenzo[a,d]cycloheptene and 0.6 g 5% palladium on carbon in 60 ml. ethanol is hydrogenated at atmospheric pressure and room temperature. The hydrogenation is stopped after 1 equivalent of hydrogen is absorbed, the catalyst is removed by filtration and the filtrate concentrated to a small volume in vacuo. The concentrated filtrate is treated with 2.32 g. (0.02 mole) maleic acid in ethanol and the resulting so... Reactants: BrCC(=O)C1=C(C=C(C=C1C)NC(C)=O)C (N-(4-(2-bromoacetyl)-3,5-dimethylphenyl)acetamide), NC(=S)N (thiourea). Solvent: CCO (EtOH). The product is NC=1SC=C(N1)C1=C(C=C(C=C1C)NC(C)=O)C (N-(4-(2-aminothiazol-4-yl)-3,5-dimethylphenyl)acetamide). Yield: 86.4%. RXN SMILES: Br[CH2:2][C:3]([C:5]1[C:10]([CH3:11])=[CH:9][C:8]([NH:12][C:13](=[O:15])[CH3:14])=[CH:7][C:6]=1[CH3:16])=O.[NH2:17][C:18]([NH2:20])=[S:19]>CCO>[NH2:20][C:18]1[S:19][CH:2]=[C:3]([C:5]2[C:10]([CH3:11])=[CH:9][C:8]([NH:12][C:13](=[O:15])[CH3:14])=[CH:7][C:6]=2[CH3:16])[N:17]=1. Procedure details: A mixture of N-(4-(2-bromoacetyl)-3,5-dimethylphenyl)acetamide (7.34 g, 25.9 g mmol) and thiourea (1.97 g, 25.9 mmol) in 95% EtOH (36.9 mL) was heated at reflux for 120 min. The solution was concentrated and added with water (100 mL) and saturated aqueous Na2CO3 (5.0 mL). The resultant precipitate was filtered and recrystallized in toluene (50 mL). The solids were filtered and dried under vacuum to give N-(4-(2-aminothiazol-4-yl)-3,5-dimethylphenyl)acetamide (5.83 g) as yellow solids in 86% yiel... Reactants: C1(=CC=CC=C1)OC(NC=1SC=2C(=NC=C(C2N1)OC)N1CCOCC1)=O ((7-methoxy-4-morpholin-4-yl-thiazolo[5,4-c]pyridin-2-yl)-carbamic acid phenyl ester), FC(C(=O)O)(F)F.COCC1(CCNCC1)C (4-methoxymethyl-4-methyl-piperidine trifluoroacetate), C(C)(C)N(C(C)C)CC (N,N-diisopropylethylamine). The solvent is ClC(C)Cl (dichloroethane), O1CCCC1 (tetrahydrofuran). Yields the product COC=1C2=C(C(=NC1)N1CCOCC1)SC(=N2)NC(=O)N2CCC(CC2)(C)COC (4-Methoxymethyl-4-methyl-piperidine-1-carboxylic acid (7-methoxy-4-morpholin-4-yl-thiazolo[5,4-c]pyridin-2-yl)-amide). As a reaction SMILES: C1(O[C:8](=[O:27])[NH:9][C:10]2[S:11][C:12]3[C:13]([N:21]4[CH2:26][CH2:25][O:24][CH2:23][CH2:22]4)=[N:14][CH:15]=[C:16]([O:19][CH3:20])[C:17]=3[N:18]=2)C=CC=CC=1.FC(F)(F)C(O)=O.[CH3:35][O:36][CH2:37][C:38]1([CH3:44])[CH2:43][CH2:42][NH:41][CH2:40][CH2:39]1.C(N(CC)C(C)C)(C)C>ClC(Cl)C.O1CCCC1>[CH3:20][O:19][C:16]1[C:17]2[N:18]=[C:10]([NH:9][C:8]([N:41]3[CH2:42][CH2:43][C:38]([CH2:37][O:36][CH3:35])([CH3:44])[CH2:39][CH2:40]3)=[O:27])[S:11][C:12]=2[C:13]([N:21]2[CH2:22][CH2:23][O:24][CH2:25][CH2:26]2)=[N:14][CH:15]=1 |f:1.2|. Procedure: From (7-methoxy-4-morpholin-4-yl-thiazolo[5,4-c]pyridin-2-yl)-carbamic acid phenyl ester with 4-methoxymethyl-4-methyl-piperidine trifluoroacetate and N,N-diisopropylethylamine in dichloroethane and tetrahydrofuran. ES-MS m/e (%): 436 (M+H+, 100).